Dataset: the Open Reaction Database (ORD), a public repository of structured organic reaction records. Task: describe an organic reaction: reactants, conditions, products, and yield The reactants are [Cl-].[NH4+] (ammonium chloride), O=C(CCC(=O)O)CC (4-Oxohexanoic acid), NC(C(C)C)P(=O)(O[C@H](C(=O)OCC1=CC=CC=C1)CCCCNC(=O)OCC1=CC=CC=C1)OCC1=CC=CC=C1 (benzyl (S)-2-((1-amino-2-methylpropyl)(benzyloxyphosphinoyl)oxy)-6-benzyloxycarbonylaminohexanate), C(C(C)(C)C)(=O)Cl (pivalic chloride). Solvent: C(Cl)Cl (methylene chloride), C(Cl)Cl (methylene chloride), C(C)N(CC)CC (triethylamine). Run at time 15 minute. The product is C(C1=CC=CC=C1)OC(=O)NCCCC[C@@H](C(=O)OCC1=CC=CC=C1)OP(=O)(OCC1=CC=CC=C1)C(C(C)C)NC(CCCC(C)=O)=O (benzyl (S)-6-benzyloxycarbonylamino-2-((2-methyl-1-(5-oxohexanoylamino)propyl)(benzyloxyphosphinoyl)oxy)hexanoate). Isolated yield 63.1%. Reaction SMILES: O=[C:2]([CH2:8][CH3:9])[CH2:3][CH2:4][C:5]([OH:7])=O.C(Cl)(=[O:15])C(C)(C)C.[NH2:17][CH:18]([P:22]([O:51][CH2:52][C:53]1[CH:58]=[CH:57][CH:56]=[CH:55][CH:54]=1)([O:24][C@@H:25]([CH2:36][CH2:37][CH2:38][CH2:39][NH:40][C:41]([O:43][CH2:44][C:45]1[CH:50]=[CH:49][CH:48]=[CH:47][CH:46]=1)=[O:42])[C:26]([O:28][CH2:29][C:30]1[CH:35]=[CH:34][CH:33]=[CH:32][CH:31]=1)=[O:27])=[O:23])[CH:19]([CH3:21])[CH3:20].[Cl-].[NH4+]>C(Cl)Cl.C(N(CC)CC)C>[CH2:44]([O:43][C:41]([NH:40][CH2:39][CH2:38][CH2:37][CH2:36][C@H:25]([O:24][P:22]([CH:18]([NH:17][C:5](=[O:7])[CH2:4][CH2:3][CH2:2][C:8](=[O:15])[CH3:9])[CH:19]([CH3:21])[CH3:20])([O:51][CH2:52][C:53]1[CH:54]=[CH:55][CH:56]=[CH:57][CH:58]=1)=[O:23])[C:26]([O:28][CH2:29][C:30]1[CH:35]=[CH:34][CH:33]=[CH:32][CH:31]=1)=[O:27])=[O:42])[C:45]1[CH:50]=[CH:49][CH:48]=[CH:47][CH:46]=1 |f:3.4|. Reported procedure: 4-Oxohexanoic acid (56.2 μl) was dissolved in methylene chloride (1.4 ml), and the solution was added with triethylamine (98.5 μl) and pivalic chloride (58.0 μl) and stirred under an argon atmosphere at room temperature for 15 minutes. The resulting mixture was added to a methylene chloride (1.4 ml) solution of the crude benzyl (S)-2-((1-amino-2-methylpropyl)(benzyloxyphosphinoyl)oxy)-6-benzyloxycarbonylaminohexanate (140.5 mg) obtained in the step (e) of Example 24, and the mixture was further ... The reactants are C([C@@H](O)[C@H](O)C(=O)O)(=O)O (D-tartaric acid), CN(C)CCC(C=1SC=CC1)O (N,N-dimethyl-3-hydroxy-3-(2-thienyl)propylamine), [OH-].[K+] (potassium hydroxide), FC1=CC=CC2=CC=CC=C12 (1-fluoronaphthalene). Solvent: O (water), CS(=O)C (dimethylsulfoxide). Reaction conditions: temperature 110 celsius, time 2 hour. Product: CN(C)CCC(C=1SC=CC1)OC1=CC=CC2=CC=CC=C12.C(=O)([O-])[C@@H](O)[C@H](O)C(=O)[O-] ((RS)—N,N-dimethyl-3-(naphthyloxy)-3-(2-thienyl)propylamine D-tartrate). RXN SMILES: [CH3:1][N:2]([CH2:4][CH2:5][CH:6]([OH:12])[C:7]1[S:8][CH:9]=[CH:10][CH:11]=1)[CH3:3].[OH-].[K+].F[C:16]1[C:25]2[C:20](=[CH:21][CH:22]=[CH:23][CH:24]=2)[CH:19]=[CH:18][CH:17]=1.[C:26]([OH:35])(=[O:34])[C@H:27]([C@@H:29]([C:31]([OH:33])=[O:32])[OH:30])[OH:28]>CS(C)=O.O>[CH3:1][N:2]([CH2:4][CH2:5][CH:6]([O:12][C:24]1[C:25]2[C:20](=[CH:19][CH:18]=[CH:17][CH:16]=2)[CH:21]=[CH:22][CH:23]=1)[C:7]1[S:8][CH:9]=[CH:10][CH:11]=1)[CH3:3].[C:31]([C@H:29]([C@@H:27]([C:26]([O-:35])=[O:34])[OH:28])[OH:30])([O-:33])=[O:32] |f:1.2,7.8|. Procedure details: A mixture of N,N-dimethyl-3-hydroxy-3-(2-thienyl)propylamine (185 g, 1 mole), potassium hydroxide (112 g, 2 moles) and 1-fluoronaphthalene (146 g, 1 mole) in dimethylsulfoxide (1000 ml) is stirred at 110° C. for 2 hours. After cooling down to 20° C., the mixture is filtered, diluted with water (3 l), D-tartaric acid (75 g, 0.5 mole) is added and the mixture is stirred at 80° C. for 0.5 hour. After cooling down, the precipitated product is sucked off, washed with water and dried. Yield: 313 g (81... The reactants are BrB(Br)Br, CO, Oc1c(Cl)ccc2c1cnn2-c1ccc(OCc2ccccc2)c(F)c1, ClCCl, [Na+], O=C([O-])O, O. The product is Oc1ccc(-n2ncc3c(O)c(Cl)ccc32)cc1F. RXN SMILES: [B:27]([Br:28])([Br:29])[Br:30].[CH3:31][OH:32].[Cl:1][c:2]1[c:3]([OH:26])[c:4]2[cH:5][n:6][n:7](-[c:11]3[cH:12][c:13]([F:25])[c:14]([O:17][CH2:18][c:19]4[cH:20][cH:21][cH:22][cH:23][cH:24]4)[cH:15][cH:16]3)[c:8]2[cH:9][cH:10]1.[Cl:38][CH2:39][Cl:40].[Na+:37].[O-:33][C:34]([OH:35])=[O:36].[OH2:41]>>[Cl:1][c:2]1[c:3]([OH:26])[c:4]2[cH:5][n:6][n:7](-[c:11]3[cH:12][c:13]([F:25])[c:14]([OH:17])[cH:15][cH:16]3)[c:8]2[cH:9][cH:10]1. The reactants are ion-exchange, COC(C(N(C)S(=O)(=O)N)CCC(C)C)=O (N-(aminosulfonyl)-2-(3-methylbutyl)-sarcosine methyl ester), C[O-].[Na+] (sodium methoxide). Run in CO (methanol), ice. Run at time 1.5 hour. Product: CC(CCC1C(NS(N1C)(=O)=O)=O)C (4-(3-methylbutyl)-5-methyl-1,2,5-thiadiazolidin-3-one 1,1-dioxide). Yield: 99.8%. As a reaction SMILES: C[O:2][C:3](=O)[CH:4]([CH2:11][CH2:12][CH:13]([CH3:15])[CH3:14])[N:5]([S:7]([NH2:10])(=[O:9])=[O:8])[CH3:6].C[O-].[Na+]>CO>[CH3:14][CH:13]([CH3:15])[CH2:12][CH2:11][CH:4]1[N:5]([CH3:6])[S:7](=[O:9])(=[O:8])[NH:10][C:3]1=[O:2] |f:1.2|. Procedure details: A solution of N-(aminosulfonyl)-2-(3-methylbutyl)-sarcosine methyl ester (12.28 g, 48.67 mmol) in methanol (150 ml) was added under nitrogen to a solution of sodium methoxide (Na=2.1 g, 95.71 mmol) ) in 150 ml of ice-cold methanol. The resulting reaction mixture was stirred at room temperature under nitrogen for 1.5 hours, and the mixture was treated with 25 g of ion-exchange resin (BIO-RAD 50W-x8 H+) for 40 minutes, and filtered. The filtrate was concentrated in vacuo to afford 10.7 g (99.8%) o... Procedure details: To 50 ml of nitrobenzene is added 4.2 g of 1,3-dihydro-2H-imidazol-2-one, 13.3 g of aluminum chloride and 7.2 g of furanoyl chloride. The mixture is stirred at 60° C. for 3 hours and poured over ice water. The solids are filtered, washed with ether and recrystallized twice from ethanol-water to afford the title compounds. M.P. 318°-321° C. Conditions: temperature 60 celsius, time 3 hour. RXN SMILES: [NH:1]1[CH:5]=[CH:4][NH:3][C:2]1=[O:6].[Cl-].[Al+3].[Cl-].[Cl-].[O:11]1[CH:15]=[CH:14][CH:13]=[C:12]1[C:16](Cl)=[O:17]>[N+](C1C=CC=CC=1)([O-])=O>[O:11]1[CH:15]=[CH:14][CH:13]=[C:12]1[C:16]([C:5]1[NH:1][C:2](=[O:6])[NH:3][CH:4]=1)=[O:17] |f:1.2.3.4|. Starting materials: N1C(NC=C1)=O (1,3-dihydro-2H-imidazol-2-one), [Cl-].[Al+3].[Cl-].[Cl-] (aluminum chloride), O1C(=CC=C1)C(=O)Cl (furanoyl chloride), ice water. The product is O1C(=CC=C1)C(=O)C=1NC(NC1)=O (1,3-Dihydro-4-furanoyl-2H-imidazol-2-one). The solvent is [N+](=O)([O-])C1=CC=CC=C1 (nitrobenzene). Reactants: CC(Cl)c1cccnc1, c1cc2c(cc1CN1CCNCC1)OCO2. Run at temperature 70 celsius, time 16 hour. The reagents and catalysts are O=C([O-])[O-].[Cs+].[Cs+] (cesium carbonate), [I-].[K+] (potassium iodide). Run in CN(C)C=O (DMF), CN(C)C=O (dmf), CN(C)C=O (DMF). Product: CC(c1cccnc1)N1CCN(Cc2ccc3c(c2)OCO3)CC1.